describe an organic reaction: reactants, conditions, products, and yield From a dataset of the Open Reaction Database (ORD), a public repository of structured organic reaction records. The reactants are C(#N)C1=C(C=C(C(=O)OCCCl)C(=O)C)C=CC=C1 (2-chloroethyl 2-(2-cyanobenzylidene)acetoacetate), N\C(=C/C(=O)OCC)\C(OCC)OCC (ethyl 3-amino-4,4-diethoxycrotonate). Run in C(C)(=O)OCC (ethyl acetate). Yields the product 2-chloroethyl ester, C(#N)C1=C(C=CC=C1)C1C(=C(NC(=C1C(=O)OCC)C(OCC)OCC)C)C(=O)O (4-(2-cyanophenyl)-5-ethoxycarbonyl-6-diethoxymethyl-2-methyl-1,4-dihydropyridine-3-carboxylic acid). Yield: 82.5%. Reaction SMILES: [C:1]([C:3]1[CH:19]=[CH:18][CH:17]=[CH:16][C:4]=1[CH:5]=[C:6]([C:13]([CH3:15])=O)[C:7]([O:9]CCCl)=[O:8])#[N:2].[NH2:20]/[C:21](/[CH:28]([O:32][CH2:33][CH3:34])[O:29][CH2:30][CH3:31])=[CH:22]\[C:23]([O:25][CH2:26][CH3:27])=[O:24]>C(OCC)(=O)C>[C:1]([C:3]1[CH:19]=[CH:18][CH:17]=[CH:16][C:4]=1[CH:5]1[C:22]([C:23]([O:25][CH2:26][CH3:27])=[O:24])=[C:21]([CH:28]([O:32][CH2:33][CH3:34])[O:29][CH2:30][CH3:31])[NH:20][C:13]([CH3:15])=[C:6]1[C:7]([OH:9])=[O:8])#[N:2]. Procedure: A mixture of 2-chloroethyl 2-(2-cyanobenzylidene)acetoacetate (4.72 g) and ethyl 3-amino-4,4-diethoxycrotonate (4.06 g) was heated for 3 hours at 100~105° C. with stirring. After cooling, the reaction mixture was dissolved in ethyl acetate, and the solution was washed twice with an aqueous solution of sodium chloride and then dried over magnesium sulfate. After removal of the solvent under reduced pressure, the residual oil was chromatographed over silica gel with a mixture of benzene and ethyl ... Reactants: C(=O)C1C(CCCCC1)=O (2-Formylcycloheptanone), N\C(=C/C(=O)OCC)\C (ethyl 3-aminocrotonate). The product is CC1=C(C=C2C(=N1)CCCCC2)C(=O)OCC (Ethyl 2-methyl-6,7,8,9-tetrahydro-5H-cyclohepta[b]pyridine-3-carboxylate). The yield is 47.8%. As a reaction SMILES: [CH:1]([CH:3]1[CH2:9][CH2:8][CH2:7][CH2:6][CH2:5][C:4]1=O)=O.[NH2:11]/[C:12](/[CH3:19])=[CH:13]\[C:14]([O:16][CH2:17][CH3:18])=[O:15]>>[CH3:19][C:12]1[N:11]=[C:4]2[CH2:5][CH2:6][CH2:7][CH2:8][CH2:9][C:3]2=[CH:1][C:13]=1[C:14]([O:16][CH2:17][CH3:18])=[O:15]. Procedure details: 2-Formylcycloheptanone (1.70 g, 12.1 mmol) and ethyl 3-aminocrotonate (1.58 g, 12.1 mmol) were stirred at 100° C. for 15 hours. After cooling, the reaction solution was purified by a silica gel column chromatography (ether/hexane=1:3) to obtain the title compound (1.35 g, 46.1%) as pale yellow powder. Reported procedure: Proceeding as in Example 3, but replacing 2-[2-(cyclopropylmethyloxy)phenoxy]ethyl methanesulfonate with 2-[2-(tetrahydrofur-2-ylmethyloxy)phenoxy]ethyl methanesulfonate and [2-(5-chloro-1H-indol-3-yl)-1,1-dimethylethyl]amine with [2-(1H-indol-3-yl)-1,1-dimethylethyl]amine, gave [2-(1H-indol-3-yl)-1,1-dimethylethyl]{2-[2-(tetrahydrofur-2-ylmethyloxy)phenoxy]ethyl}amine hydrochloride. As a reaction SMILES: CS(O[CH2:6][CH2:7][O:8][C:9]1[CH:14]=[CH:13][CH:12]=[CH:11][C:10]=1[O:15][CH2:16][CH:17]1[CH2:21][CH2:20][CH2:19][O:18]1)(=O)=O.[Cl:22][C:23]1[CH:24]=[C:25]2[C:29](=[CH:30][CH:31]=1)[NH:28][CH:27]=[C:26]2[CH2:32][C:33]([NH2:36])([CH3:35])[CH3:34].N1C2C(=CC=CC=2)C(CC(N)(C)C)=C1>>[ClH:22].[NH:28]1[C:29]2[C:25](=[CH:24][CH:23]=[CH:31][CH:30]=2)[C:26]([CH2:32][C:33]([NH:36][CH2:6][CH2:7][O:8][C:9]2[CH:14]=[CH:13][CH:12]=[CH:11][C:10]=2[O:15][CH2:16][CH:17]2[CH2:21][CH2:20][CH2:19][O:18]2)([CH3:34])[CH3:35])=[CH:27]1 |f:3.4|. Starting materials: CS(=O)(=O)OCCOC1=C(C=CC=C1)OCC1OCCC1 (2-[2-(tetrahydrofur-2-ylmethyloxy)phenoxy]ethyl methanesulfonate), ClC=1C=C2C(=CNC2=CC1)CC(C)(C)N ([2-(5-chloro-1H-indol-3-yl)-1,1-dimethylethyl]amine), N1C=C(C2=CC=CC=C12)CC(C)(C)N ([2-(1H-indol-3-yl)-1,1-dimethylethyl]amine). Yields the product Cl.N1C=C(C2=CC=CC=C12)CC(C)(C)NCCOC1=C(C=CC=C1)OCC1OCCC1 ([2-(1H-indol-3-yl)-1,1-dimethylethyl]{2-[2-(tetrahydrofur-2-ylmethyloxy)phenoxy]ethyl}amine hydrochloride). Reactants: FC=1C=C2C(=C(C=NC2=CN1)C#N)NC1=CC=C(C=C1)C(F)(F)F (6-fluoro-4-{[4-(trifluoromethyl)phenyl]amino}-1,7-naphthyridine-3-carbonitrile), N1(CCOCC1)CCN (2-morpholin-4-yl-ethylamine). Yields the product N1(CCOCC1)CCNC=1C=C2C(=C(C=NC2=CN1)C#N)NC1=CC=C(C=C1)C(F)(F)F (6-[(2-morpholin-4-ylethyl)amino]-4-{[4-(trifluoromethyl)phenyl]amino}-1,7-naphthyridine-3-carbonitrile). Isolated yield 55.0%. As a reaction SMILES: F[C:2]1[CH:3]=[C:4]2[C:9](=[CH:10][N:11]=1)[N:8]=[CH:7][C:6]([C:12]#[N:13])=[C:5]2[NH:14][C:15]1[CH:20]=[CH:19][C:18]([C:21]([F:24])([F:23])[F:22])=[CH:17][CH:16]=1.[N:25]1([CH2:31][CH2:32][NH2:33])[CH2:30][CH2:29][O:28][CH2:27][CH2:26]1>>[N:25]1([CH2:31][CH2:32][NH:33][C:2]2[CH:3]=[C:4]3[C:9](=[CH:10][N:11]=2)[N:8]=[CH:7][C:6]([C:12]#[N:13])=[C:5]3[NH:14][C:15]2[CH:20]=[CH:19][C:18]([C:21]([F:24])([F:22])[F:23])=[CH:17][CH:16]=2)[CH2:30][CH2:29][O:28][CH2:27][CH2:26]1. Procedure details: Following the procedure described above in Example 34, 6-fluoro-4-{[4-(trifluoromethyl)phenyl]amino}-1,7-naphthyridine-3-carbonitrile was reacted with 2-morpholin-4-yl-ethylamine. The crude product was purified by flash column chromatography (2% methanol in methylene chloride) to give a yellow solid (0.14 g, 55%). 1H NMR (400 MHz, DMSO-D6) δ ppm 2.4 (m, 4 H) 3.4 (m, 2 H) 3.4 (m, 2 H) 3.6 (m, 4 H) 6.8 (m, 1 H) 6.9 (s, 1 H) 7.4 (d, J=8.3 Hz, 2 H) 7.7 (d, J=8.6 Hz, 2 H) 8.4 (s, 1 H) 8.9 (s, 1 H) 9.... Starting materials: COC1=CC=C(C=C1)S(=O)(=O)[C@@H]([C@@H](C(=O)OC(C)(C)C)CCOC1=CC=CC=C1)CCCCC1=CC=CC=C1 ((±)-t-Butyl (2R*,3R*)-3-(4-methoxybenzenesulfonyl)-7-phenyl-2-(2-phenoxyethyl)heptanoate), C(=O)(C(F)(F)F)O (TFA). The solvent is C(Cl)Cl (CH2Cl2). Reaction conditions: temperature 0 celsius, time 4 hour. Yields the product COC1=CC=C(C=C1)S(=O)(=O)[C@@H]([C@@H](C(=O)O)CCOC1=CC=CC=C1)CCCCC1=CC=CC=C1 ((±)-(2R*,3R*)-3-(4-methoxybenzenesulfonyl)-7-phenyl-2-(2-phenoxyethyl)heptanoic acid). Isolated yield 70.9%. As a reaction SMILES: [CH3:1][O:2][C:3]1[CH:8]=[CH:7][C:6]([S:9]([C@H:12]([CH2:30][CH2:31][CH2:32][CH2:33][C:34]2[CH:39]=[CH:38][CH:37]=[CH:36][CH:35]=2)[C@H:13]([CH2:21][CH2:22][O:23][C:24]2[CH:29]=[CH:28][CH:27]=[CH:26][CH:25]=2)[C:14]([O:16]C(C)(C)C)=[O:15])(=[O:11])=[O:10])=[CH:5][CH:4]=1.C(O)(C(F)(F)F)=O>C(Cl)Cl>[CH3:1][O:2][C:3]1[CH:4]=[CH:5][C:6]([S:9]([C@H:12]([CH2:30][CH2:31][CH2:32][CH2:33][C:34]2[CH:35]=[CH:36][CH:37]=[CH:38][CH:39]=2)[C@H:13]([CH2:21][CH2:22][O:23][C:24]2[CH:25]=[CH:26][CH:27]=[CH:28][CH:29]=2)[C:14]([OH:16])=[O:15])(=[O:11])=[O:10])=[CH:7][CH:8]=1. Procedure details: (±)-t-Butyl (2R*,3R*)-3-(4-methoxybenzenesulfonyl)-7-phenyl-2-(2-phenoxyethyl)heptanoate (0.3 g, 0.54 mmol) is dissolved in CH2Cl2 (7 mL), cooled to 0° C. and TFA (1 mL) is added slowly. The bath is removed and the reaction is stirred for 4 hours. The reaction is concentrated in vacuo and the residue purified by reverse phase HPLC (50-100% CH3CN in 0.1% TFA/H2O) to yield (±)-(2R*,3R*)-3-(4-methoxybenzenesulfonyl)-7-phenyl-2-(2-phenoxyethyl)heptanoic acid (0.19 g, 70%). 1H NMR (300 MHz, CDCl3) δ ... As a reaction SMILES: [CH3:42][OH:43].[CH:23]([N:24]([CH:25]([CH3:26])[CH3:27])[CH2:28][CH3:29])([CH3:30])[CH3:31].[Cl:44][CH2:45][Cl:46].[ClH:1].[F:32][c:33]1[cH:34][cH:35][c:36]([C:37](=[O:38])[Cl:39])[cH:40][cH:41]1.[NH2:2][CH2:3][c:4]1[c:5]2[c:9]([cH:10][cH:11][cH:12]1)[C:8](=[O:13])[N:7]([CH:14]1[C:15](=[O:21])[NH:16][C:17](=[O:20])[CH2:18][CH2:19]1)[C:6]2=[O:22]>>[NH:2]([CH2:3][c:4]1[c:5]2[c:9]([cH:10][cH:11][cH:12]1)[C:8](=[O:13])[N:7]([CH:14]1[C:15](=[O:21])[NH:16][C:17](=[O:20])[CH2:18][CH2:19]1)[C:6]2=[O:22])[C:37]([c:36]1[cH:35][cH:34][c:33]([F:32])[cH:41][cH:40]1)=[O:38]. Yields the product O=C1CCC(N2C(=O)c3cccc(CNC(=O)c4ccc(F)cc4)c3C2=O)C(=O)N1. Reactants: CO, CCN(C(C)C)C(C)C, ClCCl, Cl, O=C(Cl)c1ccc(F)cc1, NCc1cccc2c1C(=O)N(C1CCC(=O)NC1=O)C2=O.